From a dataset of the Open Reaction Database (ORD), a public repository of structured organic reaction records. describe an organic reaction: reactants, conditions, products, and yield Starting materials: CS(=O)(=O)Cl (Methanesulfonyl chloride), NC=1C(=C(C=C(C1)Cl)C1=NN(C=C1C1=NC(=NC=C1)NC[C@H](C)NC(OC)=O)C(C)C)F ((S)-methyl 1-(4-(3-(3-amino-5-chloro-2-fluorophenyl)-1-isopropyl-1H-pyrazol-4-yl)pyrimidin-2-ylamino)propan-2-ylcarbamate), C([O-])(O)=O.[Na+] (sodium bicarbonate). The solvent is C(Cl)Cl (DCM), N1=CC=CC=C1 (pyridine). Conditions: time 16 hour. The product is ClC=1C=C(C(=C(C1)C1=NN(C=C1C1=NC(=NC=C1)NC[C@H](C)NC(OC)=O)C(C)C)F)NS(=O)(=O)C (Methyl N-[(2S)-1-({4-[3-(5-chloro-2-fluoro-3-methanesulfonamidophenyl)-1-(propan-2-yl)-1H-pyrazol-4-yl]pyrimidin-2-yl}amino)propan-2-yl]carbamate). RXN SMILES: [CH3:1][S:2](Cl)(=[O:4])=[O:3].[NH2:6][C:7]1[C:8]([F:37])=[C:9]([C:14]2[C:18]([C:19]3[CH:24]=[CH:23][N:22]=[C:21]([NH:25][CH2:26][C@@H:27]([NH:29][C:30](=[O:33])[O:31][CH3:32])[CH3:28])[N:20]=3)=[CH:17][N:16]([CH:34]([CH3:36])[CH3:35])[N:15]=2)[CH:10]=[C:11]([Cl:13])[CH:12]=1.C(=O)(O)[O-].[Na+]>C(Cl)Cl.N1C=CC=CC=1>[Cl:13][C:11]1[CH:12]=[C:7]([NH:6][S:2]([CH3:1])(=[O:4])=[O:3])[C:8]([F:37])=[C:9]([C:14]2[C:18]([C:19]3[CH:24]=[CH:23][N:22]=[C:21]([NH:25][CH2:26][C@@H:27]([NH:29][C:30](=[O:33])[O:31][CH3:32])[CH3:28])[N:20]=3)=[CH:17][N:16]([CH:34]([CH3:35])[CH3:36])[N:15]=2)[CH:10]=1 |f:2.3|. Procedure: Methanesulfonyl chloride (0.277 mL, 3.57 mmol) was added to a solution of (S)-methyl 1-(4-(3-(3-amino-5-chloro-2-fluorophenyl)-1-isopropyl-1H-pyrazol-4-yl)pyrimidin-2-ylamino)propan-2-ylcarbamate (550 mg, 1.2 mmol) in DCM (30 mL) and pyridine (10 mL), and the mixture was stirred at rt for 16 h. Aqueous sodium bicarbonate solution was added, and the mixture was extracted with ethyl acetate and washed with brine. The organic phase was dried over sodium sulfate and concentrated. The crude product w... Reactants: CC1S[C@H]2N(C(=C1)C(=O)O)C(C2NC(C(NC(=O)OC(C)(C)C)C2=CC=C(C=C2)SC)=O)=O (2-methyl-7-[N-(tert.-butoxycarbonyl)-2-(4-methylthiophenyl)glycyl]amino-3-cephem-4-carboxylic acid). Run in C(=O)O (formic acid). The product is CC1S[C@H]2N(C(=C1)C(=O)O)C(C2NC(C(N)C2=CC=C(C=C2)SC)=O)=O (2-methyl-7-[2-(4-methylthiophenyl)glycyl]amino-3-cephem-4-carboxylic acid). Yield: 50.2%. As a reaction SMILES: [CH3:1][CH:2]1[CH:7]=[C:6]([C:8]([OH:10])=[O:9])[N:5]2[C:11](=[O:33])[CH:12]([NH:13][C:14](=[O:32])[CH:15]([C:24]3[CH:29]=[CH:28][C:27]([S:30][CH3:31])=[CH:26][CH:25]=3)[NH:16]C(OC(C)(C)C)=O)[C@H:4]2[S:3]1>C(O)=O>[CH3:1][CH:2]1[CH:7]=[C:6]([C:8]([OH:10])=[O:9])[N:5]2[C:11](=[O:33])[CH:12]([NH:13][C:14](=[O:32])[CH:15]([C:24]3[CH:29]=[CH:28][C:27]([S:30][CH3:31])=[CH:26][CH:25]=3)[NH2:16])[C@H:4]2[S:3]1. Reported procedure: A solution of 2-methyl-7-[N-(tert.-butoxycarbonyl)-2-(4-methylthiophenyl)glycyl]amino-3-cephem-4-carboxylic acid (3.0 g) in formic acid (100 ml) was stirred for 1 hour under anhydrous condition at room temperature. After the reaction was completed, the solvent was removed from the reaction mixture under reduced pressure, and the residue was dissolved in a mixture of water and ethyl acetate, after which the aqueous layer was separated. The aqueous layer was washed with ethyl acetate, and the orga... Starting materials: COC(=O)c1ccccc1NC(=O)C=Cc1ccc(Cl)cc1, CO, [Na+], [OH-]. Yields the product O=C(C=Cc1ccc(Cl)cc1)Nc1ccccc1C(=O)O. As a reaction SMILES: [CH3:1][O:2][C:3](=[O:4])[c:5]1[c:6]([NH:11][C:12]([CH:13]=[CH:14][c:15]2[cH:16][cH:17][c:18]([Cl:21])[cH:19][cH:20]2)=[O:22])[cH:7][cH:8][cH:9][cH:10]1.[CH3:25][OH:26].[Na+:24].[OH-:23]>>[O:2]=[C:3]([OH:4])[c:5]1[c:6]([NH:11][C:12]([CH:13]=[CH:14][c:15]2[cH:16][cH:17][c:18]([Cl:21])[cH:19][cH:20]2)=[O:22])[cH:7][cH:8][cH:9][cH:10]1.